This data is from the Open Reaction Database (ORD), a public repository of structured organic reaction records. The task is: describe an organic reaction: reactants, conditions, products, and yield Reactants: ClC1=C(C=CC2=C1C(N1[C@H](C=3N2C=NC3C(=O)OC(C)(C)C)CCC1)=O)F (t-butyl (S)-8-chloro-7-fluoro-11,12,13,13a-tetrahydro-9-oxo-9H-imidazo[1,5-a]pyrrolo[2,1-c][1,4]benzodiazepine-1-carboxylate), Cl (hydrochloric acid). Yields the product ClC1=C(C=CC2=C1C(N1[C@H](C=3N2C=NC3C(=O)O)CCC1)=O)F ((S)-8-chloro-7-fluoro-11,12,13,13a-tetrahydro-9-oxo-9H-imidazo[1,5-a]pyrrolo[2,1-c][1,4]benzodiazepine-1-carboxylic acid). RXN SMILES: [Cl:1][C:2]1[C:7]2[C:8](=[O:26])[N:9]3[CH2:25][CH2:24][CH2:23][C@H:10]3[C:11]3[N:12]([CH:13]=[N:14][C:15]=3[C:16]([O:18]C(C)(C)C)=[O:17])[C:6]=2[CH:5]=[CH:4][C:3]=1[F:27].Cl>>[Cl:1][C:2]1[C:7]2[C:8](=[O:26])[N:9]3[CH2:25][CH2:24][CH2:23][C@H:10]3[C:11]3[N:12]([CH:13]=[N:14][C:15]=3[C:16]([OH:18])=[O:17])[C:6]=2[CH:5]=[CH:4][C:3]=1[F:27]. Reported procedure: A mixture of 4.7 g (12 mmol) of t-butyl (S)-8-chloro-7-fluoro-11,12,13,13a-tetrahydro-9-oxo-9H-imidazo[1,5-a]pyrrolo[2,1-c][1,4]benzodiazepine-1-carboxylate and 24 ml of 1N hydrochloric acid is heated to boiling under reflux for 1.5 hours. The mixture is then cooled to about 5°, the product is filtered off under suction, rinsed with water and dried at 85° in vacuo. There is obtained (S)-8-chloro-7-fluoro-11,12,13,13a-tetrahydro-9-oxo-9H-imidazo[1,5-a]pyrrolo[2,1-c][1,4]benzodiazepine-1-carboxyli... The reactants are CI, CN(C)P(=O)(N(C)C)N(C)C, CCO, CCCCCCCCCCCCCCCCNc1ccc(C(=O)O)cc1F, [H-], [Na+], O. Yields the product CCCCCCCCCCCCCCCCNc1ccc(C(=O)OC)cc1F. RXN SMILES: [CH3:30][I:31].[CH3:33][N:34]([P:35]([N:36]([CH3:37])[CH3:38])([N:39]([CH3:40])[CH3:41])=[O:42])[CH3:43].[CH3:44][CH2:45][OH:46].[F:1][c:2]1[cH:3][c:4]([C:5](=[O:6])[OH:7])[cH:8][cH:9][c:10]1[NH:11][CH2:12][CH2:13][CH2:14][CH2:15][CH2:16][CH2:17][CH2:18][CH2:19][CH2:20][CH2:21][CH2:22][CH2:23][CH2:24][CH2:25][CH2:26][CH3:27].[H-:28].[Na+:29].[OH2:32]>>[F:1][c:2]1[cH:3][c:4]([C:5](=[O:6])[O:7][CH3:30])[cH:8][cH:9][c:10]1[NH:11][CH2:12][CH2:13][CH2:14][CH2:15][CH2:16][CH2:17][CH2:18][CH2:19][CH2:20][CH2:21][CH2:22][CH2:23][CH2:24][CH2:25][CH2:26][CH3:27]. The reactants are CC1=C(C(=O)Cl)C(=CC(=C1F)F)F (2-methyl-3,4,6-trifluorobenzoyl chloride), C(CC(=O)OCC)(=O)OCC (diethyl malonate), [Mg] (magnesium), S(O)(O)(=O)=O (sulfuric acid). Reagents/catalysts: C(Cl)(Cl)(Cl)Cl (carbon tetrachloride). Solvent: C1(=CC=CC=C1)C (toluene), C1(=CC=CC=C1)C (toluene), C(C)O (ethanol), C(C)O (ethanol), O (water). Conditions: temperature 60 celsius, time 1 hour. The product is CC1=C(C(=O)C(C(=O)OCC)C(=O)OCC)C(=CC(=C1F)F)F (diethyl 2-methyl-3,4,6-trifluorobenzoylmalonate). As a reaction SMILES: [Mg].[C:2]([O:10][CH2:11][CH3:12])(=[O:9])[CH2:3][C:4]([O:6][CH2:7][CH3:8])=[O:5].[CH3:13][C:14]1[C:22]([F:23])=[C:21]([F:24])[CH:20]=[C:19]([F:25])[C:15]=1[C:16](Cl)=[O:17].S(=O)(=O)(O)O>C(Cl)(Cl)(Cl)Cl.C(O)C.C1(C)C=CC=CC=1.O>[CH3:13][C:14]1[C:22]([F:23])=[C:21]([F:24])[CH:20]=[C:19]([F:25])[C:15]=1[C:16]([CH:3]([C:4]([O:6][CH2:7][CH3:8])=[O:5])[C:2]([O:10][CH2:11][CH3:12])=[O:9])=[O:17]. Procedure details: Separately, two drops of carbon tetrachloride are added to a solution of metallic magnesium (0.4 g) in absolute ethanol (0.9 ml). When the reaction starts, a mixture of diethyl malonate (2.6 ml), absolute ethanol (1.6 ml) and anhydrous toluene (6 ml) is added dropwise below 60° C. After stirring at 60° C. for 1 hour, the reaction mixture is cooled to 0° C. and thereto a solution of 2-methyl-3,4,6-trifluorobenzoyl chloride prepared above in toluene (5 ml) is added dropwise. After stirring for 30 ... Starting materials: [BH4-], O=C1CCN(Cc2ccccc2)C1, [Na+]. Product: OC1CCN(Cc2ccccc2)C1. RXN SMILES: [BH4-:14].[CH2:1]([c:2]1[cH:3][cH:4][cH:5][cH:6][cH:7]1)[N:8]1[CH2:9][C:10](=[O:13])[CH2:11][CH2:12]1.[Na+:15]>>[CH2:1]([c:2]1[cH:3][cH:4][cH:5][cH:6][cH:7]1)[N:8]1[CH2:9][CH:10]([OH:13])[CH2:11][CH2:12]1.